Dataset: the Open Reaction Database (ORD), a public repository of structured organic reaction records. Task: describe an organic reaction: reactants, conditions, products, and yield The reactants are NC1=C2N=CN(C2=NC(=N1)I)[C@@H]1O[C@H]([C@@H]2OC(O[C@@H]12)(C)C)C(=O)O ((2R,1R,4R,5R)-4-(6-amino-2-iodopurin-9-yl)-7,7-dimethyl-3,6,8-trioxabicyclo[3.3.0]octane-2-carboxylic acid). Run in C(=O)O (HCOOH). The product is NC1=C2N=CN(C2=NC(=N1)I)[C@H]1[C@@H]([C@@H]([C@H](O1)C(=O)O)O)O ((2S,3S,4R,5R)-5-(6-amino-2-iodopurin-9-yl)-3,4-dihydroxyoxolane-2-carboxylic acid). Yield: 84.9%. As a reaction SMILES: [NH2:1][C:2]1[N:10]=[C:9]([I:11])[N:8]=[C:7]2[C:3]=1[N:4]=[CH:5][N:6]2[C@H:12]1[C@H:19]2[C@@H:15]([O:16]C(C)(C)[O:18]2)[C@H:14]([C:22]([OH:24])=[O:23])[O:13]1>C(O)=O>[NH2:1][C:2]1[N:10]=[C:9]([I:11])[N:8]=[C:7]2[C:3]=1[N:4]=[CH:5][N:6]2[C@@H:12]1[O:13][C@H:14]([C:22]([OH:24])=[O:23])[C@@H:15]([OH:16])[C@H:19]1[OH:18]. Procedure: A solution of 1.72 g (3.85 mmol) of (2R,1R,4R,5R)-4-(6-amino-2-iodopurin-9-yl)-7,7-dimethyl-3,6,8-trioxabicyclo[3.3.0]octane-2-carboxylic acid (6.7) in 80 mL of 50% HCOOH was stirred at 80° C. for 1.5 hours. The reaction mixture was evaporated under reduced pressure, dissolved in H2O, and the solution was evaporated again. This process was repeated until there was no odor of formic acid in the residue. Recrystallization from water yielded 1.33 g (85%) 6.8 as a white solid, m.p. 221-223° C. dec. ... Reactants: NC(=CC#N)C (3-aminobut-2-enenitrile), C1(CC(CC1)=O)=O (cyclopentane-1,3-dione), N1N=CC2=CC(=CC=C12)C=O (1H-indazole-5-carbaldehyde), N1CCCCC1 (piperidine). Solvent: C(C)O (ethanol). The product is N1N=CC2=CC(=CC=C12)C1C2=C(NC(=C1C#N)C)CCC2=O (4-(1H-Indazol-5-yl)-2-methyl-5-oxo-4,5,6,7-tetrahydro-1H-cyclopenta[b]pyridine-3-carbonitrile). As a reaction SMILES: [C:1]1(=[O:7])[CH2:5][CH2:4][C:3](=O)[CH2:2]1.[NH:8]1[C:16]2[C:11](=[CH:12][C:13]([CH:17]=O)=[CH:14][CH:15]=2)[CH:10]=[N:9]1.N1CCCCC1.[NH2:25][C:26]([CH3:30])=[CH:27][C:28]#[N:29]>C(O)C>[NH:8]1[C:16]2[C:11](=[CH:12][C:13]([CH:17]3[C:27]([C:28]#[N:29])=[C:26]([CH3:30])[NH:25][C:3]4[CH2:4][CH2:5][C:1](=[O:7])[C:2]3=4)=[CH:14][CH:15]=2)[CH:10]=[N:9]1. Procedure: 100 mg (1.026 mmol) cyclopentane-1,3-dione, 150 mg (1.026 mmol) 1H-indazole-5-carbaldehyde and piperidine (0.1 ml) in ethanol (8 ml) were heated to reflux for 4 h. The mixture was then evaporated to dryness, the remaining solid was dissolved in acetic acid (8 ml), and 84 mg (1.026 mmol) 3-aminobut-2-enenitrile were added. The solution was heated to reflux for 2 h. After cooling, the mixture was evaporated to dryness again, and the remaining solid was purified by preparative RP-HPLC (acetonitrile...